This data is from the Open Reaction Database (ORD), a public repository of structured organic reaction records. The task is: describe an organic reaction: reactants, conditions, products, and yield Reactants: Cc1cc(-c2cccc(C(F)(F)F)c2)cnc1C(=O)O, O=C(OCC1CCCN1C1CCNCC1)c1ccccc1. Yields the product Cc1cc(-c2cccc(C(F)(F)F)c2)cnc1C(=O)N1CCC(N2CCCC2COC(=O)c2ccccc2)CC1. Reaction SMILES: [CH3:1][c:2]1[c:3]([C:18](=[O:19])[OH:20])[n:4][cH:5][c:6](-[c:8]2[cH:9][c:10]([C:14]([F:15])([F:16])[F:17])[cH:11][cH:12][cH:13]2)[cH:7]1.[NH:21]1[CH2:22][CH2:23][CH:24]([N:27]2[CH:28]([CH2:32][O:33][C:34]([c:35]3[cH:36][cH:37][cH:38][cH:39][cH:40]3)=[O:41])[CH2:29][CH2:30][CH2:31]2)[CH2:25][CH2:26]1>>[CH3:1][c:2]1[c:3]([C:18](=[O:20])[N:21]2[CH2:22][CH2:23][CH:24]([N:27]3[CH:28]([CH2:32][O:33][C:34]([c:35]4[cH:36][cH:37][cH:38][cH:39][cH:40]4)=[O:41])[CH2:29][CH2:30][CH2:31]3)[CH2:25][CH2:26]2)[n:4][cH:5][c:6](-[c:8]2[cH:9][c:10]([C:14]([F:15])([F:16])[F:17])[cH:11][cH:12][cH:13]2)[cH:7]1. Reactants: Cl.S1CNCC1 (thiazolidine hydrochloride), C(=S)=S (carbon disulfide), C(C)(=O)[O-].[Zn+2].C(C)(=O)[O-] (zinc acetate). Run in N1=CC=CC=C1 (pyridine). Product: S1CN(CC1)C(=S)[S-].S1CN(CC1)C(=S)[S-].[Zn+2] (Zinc Bis(thiazolidine-3-carbodithioate)). Reaction SMILES: Cl.[S:2]1[CH2:6][CH2:5][NH:4][CH2:3]1.[C:7](=[S:9])=[S:8].C([O-])(=O)C.[Zn+2:14].C([O-])(=O)C>N1C=CC=CC=1>[S:2]1[CH2:6][CH2:5][N:4]([C:7]([S-:9])=[S:8])[CH2:3]1.[S:2]1[CH2:6][CH2:5][N:4]([C:7]([S-:9])=[S:8])[CH2:3]1.[Zn+2:14] |f:0.1,3.4.5,7.8.9|. Procedure: While cooling and stirring 250 g. of pyridine, 175 g. (1.40 moles) of thiazolidine hydrochloride [preparation described by S. Ratner and H. Clarke, J. Am. Chem. Soc. 59, 200 (1937)] was added. After it had dissolved, 106.4 g. (1.40 mole) of carbon disulfide was added dropwise, followed by 128.5 g. (0.70 mole) of anhydrous zinc acetate. The resulting reaction mixture was stirred at 40° - 50°C for 2 hours. The precipitate was filtered at 5° - 10°C. The crude solid was water-washed and finally free... The reactants are COC(C(C1=CC=C(C=C1)OCC#CC1=CC=CC=C1)=O)=O (alpha-oxo-4-[(3-phenyl-2-propynyl)oxy]benzeneacetic acid methyl ester). Solvent: CO (methanol), [OH-].[Na+] (sodium hydroxide). Product: O=C(C(=O)O)C1=CC=C(C=C1)OCC#CC1=CC=CC=C1 (alpha-oxo-4-[(3-phenyl-2-propynyl)oxy]benzeneacetic acid). Yield: 82.5%. Reaction SMILES: C[O:2][C:3](=[O:22])[C:4](=[O:21])[C:5]1[CH:10]=[CH:9][C:8]([O:11][CH2:12][C:13]#[C:14][C:15]2[CH:20]=[CH:19][CH:18]=[CH:17][CH:16]=2)=[CH:7][CH:6]=1>CO.[OH-].[Na+]>[O:21]=[C:4]([C:5]1[CH:10]=[CH:9][C:8]([O:11][CH2:12][C:13]#[C:14][C:15]2[CH:20]=[CH:19][CH:18]=[CH:17][CH:16]=2)=[CH:7][CH:6]=1)[C:3]([OH:22])=[O:2] |f:2.3|. Reported procedure: A mixture of alpha-oxo-4-[(3-phenyl-2-propynyl)oxy]benzeneacetic acid methyl ester (0.7 g) in methanol (10 mL) and 0.SN sodium hydroxide (8 mL) was treated as in Example 19. Extraction provided solids which were crystallized from diethyl ether-hexane to give 0.55 g of colorless alpha-oxo-4-[(3-phenyl-2-propynyl)oxy]benzeneacetic acid, mp 97°-99° C. Reactants: C1(=CC=CC=C1)N1C(NC2=NC=CC=C21)=O (1-phenyl-2,3-dihydro-imidazo(4,5-b)pyridin-2-one), ClCC1CN(CCO1)CC1=CC=CC=C1 (2-chloromethyl-4-benzyl-morpholine). Yields the product Cl.C(C1=CC=CC=C1)N1CC(OCC1)CN1C(N(C=2C1=NC=CC2)C2=CC=CC=C2)=O (4-benzyl-2-(1-phenyl-2,3-dihydroimidazo(4,5-b)pyridin-2-on-3-yl-methyl)-morpholine hydrochloride). Isolated yield 43.5%. RXN SMILES: [C:1]1([N:7]2[C:15]3[C:10](=[N:11][CH:12]=[CH:13][CH:14]=3)[NH:9][C:8]2=[O:16])[CH:6]=[CH:5][CH:4]=[CH:3][CH:2]=1.[Cl:17][CH2:18][CH:19]1[O:24][CH2:23][CH2:22][N:21]([CH2:25][C:26]2[CH:31]=[CH:30][CH:29]=[CH:28][CH:27]=2)[CH2:20]1>>[ClH:17].[CH2:25]([N:21]1[CH2:22][CH2:23][O:24][CH:19]([CH2:18][N:9]2[C:10]3=[N:11][CH:12]=[CH:13][CH:14]=[C:15]3[N:7]([C:1]3[CH:2]=[CH:3][CH:4]=[CH:5][CH:6]=3)[C:8]2=[O:16])[CH2:20]1)[C:26]1[CH:27]=[CH:28][CH:29]=[CH:30][CH:31]=1 |f:2.3|. Reported procedure: The condensation of 0.1 mol of 1-phenyl-2,3-dihydro-imidazo(4,5-b)pyridin-2-one and of 0.1 mol of 2-chloromethyl-4-benzyl-morpholine is carried out in accordance with the procedure of Example 1. Recrystallization of the product from a 50/25 mixture of ethyl acetate and isopropanol gives 19 g of 4-benzyl-2-(1-phenyl-2,3-dihydroimidazo(4,5-b)pyridin-2-on-3-yl-methyl)-morpholine hydrochloride, m.p. 214° C. The reactants are C(C)(C)(C)NCC(COC1=C(C=C(C(=O)OC)C=C1)C(CCC(=O)OC)=O)O (Methyl 4-(3-t-butylamino-2-hydroxypropoxy)-3-(3-carbomethoxypropionyl)benzoate), [OH-].[Na+] (sodium hydroxide). The solvent is C(C)(=O)O (acetic acid). The product is C(C)(C)(C)NCC(COC1=C(C=C(C(=O)O)C=C1)C(CCC(=O)O)=O)O (4-(3-t-butylamino-2-hydroxypropoxy)-3-(3-carboxypropionyl)benzoic acid). Reaction SMILES: [C:1]([NH:5][CH2:6][CH:7]([OH:28])[CH2:8][O:9][C:10]1[CH:19]=[CH:18][C:13]([C:14]([O:16]C)=[O:15])=[CH:12][C:11]=1[C:20](=[O:27])[CH2:21][CH2:22][C:23]([O:25]C)=[O:24])([CH3:4])([CH3:3])[CH3:2].[OH-].[Na+]>C(O)(=O)C>[C:1]([NH:5][CH2:6][CH:7]([OH:28])[CH2:8][O:9][C:10]1[CH:19]=[CH:18][C:13]([C:14]([OH:16])=[O:15])=[CH:12][C:11]=1[C:20](=[O:27])[CH2:21][CH2:22][C:23]([OH:25])=[O:24])([CH3:4])([CH3:2])[CH3:3] |f:1.2|. Procedure details: Methyl 4-(3-t-butylamino-2-hydroxypropoxy)-3-(3-carbomethoxypropionyl)benzoate was heated with dilute sodium hydroxide solution until hydrolysis was complete. The solution was neutralised with acetic acid then evaporated under reduced pressure. Extraction of the residue with ethanol and evaporation of the extracts gave 4-(3-t-butylamino-2-hydroxypropoxy)-3-(3-carboxypropionyl)benzoic acid. Reactants: [Na] (sodium), S1C(=CC=C1)C(=O)OCC (ethyl 2-thiophenecarboxylate), ice water, [Na] (sodium), ClC1=CN=C2CC(NC2=C1)=O (6-chloro-4-azaoxindole), Cl (HCl). Run in C(C)O (ethanol). Product: ClC1=CN=C2C(C(NC2=C1)=O)C(C1=CC=CS1)=O (6-Chloro-3-(2-thenoyl)-4-azaoxindole). RXN SMILES: [Na].[Cl:2][C:3]1[CH:11]=[C:10]2[C:6]([CH2:7][C:8](=[O:12])[NH:9]2)=[N:5][CH:4]=1.[S:13]1[CH:17]=[CH:16][CH:15]=[C:14]1[C:18](OCC)=[O:19].Cl>C(O)C>[Cl:2][C:3]1[CH:11]=[C:10]2[C:6]([CH:7]([C:18](=[O:19])[C:14]3[S:13][CH:17]=[CH:16][CH:15]=3)[C:8](=[O:12])[NH:9]2)=[N:5][CH:4]=1 |^1:0|. Reported procedure: Pellets of sodium metal (3.4 g, 0.15 mmol) were added to dry ethanol (90 mL) in a dry round-bottomed flask. When dissolution of the sodium was complete, solid 6-chloro-4-azaoxindole (5.0 g 29.7 mmol) was added followed by ethyl 2-thiophenecarboxylate (8 mL, 55 mmol). The mixture was heated under nitrogen at reflux overnight during which a precipitate formed. The mixture was cooled, poured into ice/water and acidified to pH 3 with 6N HCl solution. The solid azaoxindole (7.8 g, 94%) (m.p. 250°) wa...